From a dataset of the Open Reaction Database (ORD), a public repository of structured organic reaction records. describe an organic reaction: reactants, conditions, products, and yield Reactants: ClC1=C(COC2=NN=C(N2C2=C(C=CC=C2)C(F)(F)F)SCC2=C(C=CC=C2F)Cl)C(=CC=C1)F (3-((2-Chloro-6-fluorobenzyl)oxy)-5-((2-chloro-6-fluorobenzyl)thio)-4-(2-(trifluoromethyl)phenyl)-4H-1,2,4-triazole), ClC=1C=C(C=CC1)N1C(=NN=C1SCC1=C(C=C(C=C1)Cl)Cl)O (4-(3-chlorophenyl)-5-((2,4-dichlorobenzyl)thio)-4H-1,2,4-triazol-3-ol), BrCC1=C(C(=CC=C1)F)F (1-(bromomethyl)-2,3-difluorobenzene), C[O-].[Na+] (sodium methoxide). The solvent is CN(C)C=O (DMF). Product: ClC=1C=C(C=CC1)N1C(=NN=C1OCC1=C(C(=CC=C1)F)F)SCC1=C(C=C(C=C1)Cl)Cl (4-(3-Chlorophenyl)-3-((2,4-dichlorobenzyl)thio)-5-((2,3-difluorobenzyl)oxy)-4H-1,2,4-triazole). As a reaction SMILES: ClC1C=CC=C(F)C=1COC1N(C2C=CC=CC=2C(F)(F)F)C(SCC2C(F)=CC=CC=2Cl)=NN=1.[Cl:36][C:37]1[CH:38]=[C:39]([N:43]2[C:47]([S:48][CH2:49][C:50]3[CH:55]=[CH:54][C:53]([Cl:56])=[CH:52][C:51]=3[Cl:57])=[N:46][N:45]=[C:44]2[OH:58])[CH:40]=[CH:41][CH:42]=1.Br[CH2:60][C:61]1[CH:66]=[CH:65][CH:64]=[C:63]([F:67])[C:62]=1[F:68].C[O-].[Na+]>CN(C=O)C>[Cl:36][C:37]1[CH:38]=[C:39]([N:43]2[C:44]([O:58][CH2:60][C:61]3[CH:66]=[CH:65][CH:64]=[C:63]([F:67])[C:62]=3[F:68])=[N:45][N:46]=[C:47]2[S:48][CH2:49][C:50]2[CH:55]=[CH:54][C:53]([Cl:56])=[CH:52][C:51]=2[Cl:57])[CH:40]=[CH:41][CH:42]=1 |f:3.4|. Reported procedure: 4-(3-chlorophenyl)-3-((2,4-dichlorobenzyl)thio)-5-((2,3-difluorobenzyl)oxy)-4H-1,2,4-triazole (599) was prepared in a similar manner as that described for the synthesis of compound 598 using 4-(3-chlorophenyl)-5-((2,4-dichlorobenzyl)thio)-4H-1,2,4-triazol-3-ol (50 mg, 0.129 mmol), 1-(bromomethyl)-2,3-difluorobenzene (40 mg, 0.194 mmol), sodium methoxide (17.4 mg, 0.322 mmol), and DMF (1.0 mL). 1H NMR (400 MHz, CDCl3) δ: 7.40-7.39 (m, 2H), 7.34-7.31 (m, 2H), 7.25-7.05 (m, 6H), 5.11 (s, 2H), 4.24 ... Reactants: C(C)(C)(C)OC(=O)N[C@@H]1[C@@H](CC[C@H](C1)C(=O)OCC)NC(=O)C=1SC=2CN(CCC2N1)C ((1R*,2S*,4R*)-N2-tert-Butoxycarbonyl-4-ethoxycarbonyl-N1-[(5-methyl-4,5,6,7-tetrahydrothiazolo[5,4-c]pyridin-2-yl)carbonyl]-1,2-cyclohexanediamine), Cl (hydrochloric acid), ClC=1C=C2C=C(NC2=CC1)C(=O)O (5-chloroindole-2-carboxylic acid). Run in C(C)O (ethanol). Product: ClC=1C=C2C=C(NC2=CC1)C(=O)N[C@@H]1[C@@H](CC[C@H](C1)C(=O)OCC)NC(=O)C=1SC=2CN(CCC2N1)C ((1R*,2S*,4R*)-N2-[(5-Chloroindol-2-yl)carbonyl]-4-ethoxycarbonyl-N1-[(5-methyl-4,5,6,7-tetrahydrothiazolo[5,4-c]pyridin-2-yl)carbonyl]-1,2-cyclohexanediamine). RXN SMILES: C([O:5][C:6]([NH:8][C@H:9]1[CH2:14][C@H:13]([C:15]([O:17][CH2:18][CH3:19])=[O:16])[CH2:12][CH2:11][C@H:10]1[NH:20][C:21]([C:23]1[S:24][C:25]2[CH2:26][N:27]([CH3:32])[CH2:28][CH2:29][C:30]=2[N:31]=1)=[O:22])=O)(C)(C)C.Cl.[Cl:34][C:35]1[CH:36]=[C:37]2[C:41](=[CH:42][CH:43]=1)[NH:40][C:39](C(O)=O)=[CH:38]2>C(O)C>[Cl:34][C:35]1[CH:36]=[C:37]2[C:41](=[CH:42][CH:43]=1)[NH:40][C:39]([C:6]([NH:8][C@H:9]1[CH2:14][C@H:13]([C:15]([O:17][CH2:18][CH3:19])=[O:16])[CH2:12][CH2:11][C@H:10]1[NH:20][C:21]([C:23]1[S:24][C:25]3[CH2:26][N:27]([CH3:32])[CH2:28][CH2:29][C:30]=3[N:31]=1)=[O:22])=[O:5])=[CH:38]2. Procedure details: (1R*,2S*,4R*)-N2-tert-Butoxycarbonyl-4-ethoxycarbonyl-N1-[(5-methyl-4,5,6,7-tetrahydrothiazolo[5,4-c]pyridin-2-yl)carbonyl]-1,2-cyclohexanediamine was treated with a saturated ethanol solution of hydrochloric acid and then condensed with 5-chloroindole-2-carboxylic acid in a similar manner to Example 118 to obtain the title compound.